From a dataset of the Open Reaction Database (ORD), a public repository of structured organic reaction records. describe an organic reaction: reactants, conditions, products, and yield The reactants are [H][H] (hydrogen), S1C(=CC=C1C(=O)[O-])C(=O)[O-].[Na+].[Na+] (disodium thiophene-2,5-dicarboxylate), C(=O)=O (CO2), [S] (sulfur). The reagents and catalysts are [Ag] (silver), [Ag] (silver), [N+](=O)([O-])[O-].[Ag+] (silver nitrate), [Ag] (silver). The solvent is O (water), O (water). Conditions: temperature 350 celsius. Product: di-silver, S1C(=CC=C1C(=O)O)C(=O)O (thiophene-2.5-dicarboxylic acid). Reaction SMILES: [S:1]1[C:5]([C:6]([O-:8])=[O:7])=[CH:4][CH:3]=[C:2]1[C:9]([O-:11])=[O:10].[Na+].[Na+].C(=O)=O.[H][H].[S]>O.[N+]([O-])([O-])=O.[Ag+].[Ag]>[S:1]1[C:5]([C:6]([OH:8])=[O:7])=[CH:4][CH:3]=[C:2]1[C:9]([OH:11])=[O:10] |f:0.1.2,7.8,^3:18|. Procedure: The di-silver of thiophene-2.5-dicarboxylic acid was prepared in 96 mole % yield by reacting 34.4 grams, 0.2 moles, of disodium thiophene-2,5-dicarboxylate in 500 milliliters of water with 0.4 moles of silver nitrate in 500 milliliters of water, collecting the precipitated silver salt on a filter, followed by washing and drying of the salt. The di-silver salt, 7.75 grams, and 0.02 moles, which decomposes at 315° C, was placed as a thin layer of powdered silver salt along the length of a Vycor re... Starting materials: ClC=1C=C2C(CC(NC2=CC1)C=1C=C(C=CC1)N)(C)C (3-(6-Chloro-4,4-dimethyl-1,2,3,4-tetrahydro-quinolin-2-yl)-phenylamine), CC1=CC=C(C=C1)S(=O)(=O)Cl (4-methyl-benzenesulfonyl chloride). Run in N1=CC=CC=C1 (pyridine). Reaction conditions: time 8 hour. The product is ClC=1C=C2C(CC(NC2=CC1)C=1C=C(C=CC1)NS(=O)(=O)C1=CC=C(C=C1)C)(C)C (N-[3-(6-chloro-4,4-dimethyl-1,2,3,4-tetrahydro-quinolin-2-yl)-phenyl]-4-methyl-benzenesulfonamide). The yield is 56.9%. RXN SMILES: [Cl:1][C:2]1[CH:3]=[C:4]2[C:9](=[CH:10][CH:11]=1)[NH:8][CH:7]([C:12]1[CH:13]=[C:14]([NH2:18])[CH:15]=[CH:16][CH:17]=1)[CH2:6][C:5]2([CH3:20])[CH3:19].[CH3:21][C:22]1[CH:27]=[CH:26][C:25]([S:28](Cl)(=[O:30])=[O:29])=[CH:24][CH:23]=1>N1C=CC=CC=1>[Cl:1][C:2]1[CH:3]=[C:4]2[C:9](=[CH:10][CH:11]=1)[NH:8][CH:7]([C:12]1[CH:13]=[C:14]([NH:18][S:28]([C:25]3[CH:26]=[CH:27][C:22]([CH3:21])=[CH:23][CH:24]=3)(=[O:30])=[O:29])[CH:15]=[CH:16][CH:17]=1)[CH2:6][C:5]2([CH3:20])[CH3:19]. Procedure details: 3-(6-Chloro-4,4-dimethyl-1,2,3,4-tetrahydro-quinolin-2-yl)-phenylamine (150 mg, 0.53 mmol) and 4-methyl-benzenesulfonyl chloride (103 mg, 0.63 mmol) were dissolved in pyridine (5 ml). The mixture was stirred at room temperature overnight. The solvent was removed and the residue was purified on column chromatography using petroleum ether/Ethyl acetate=5:1 as eluent to afford N-[3-(6-chloro-4,4-dimethyl-1,2,3,4-tetrahydro-quinolin-2-yl)-phenyl]-4-methyl-benzenesulfonamide (133 mg, yield: 46%) as y... Reactants: CC(=O)c1cc(C(=O)c2ccc(C#N)cc2)n2ccccc12, O=C([O-])O, [Na+], OCCO, Cc1ccc(S(=O)(=O)O)cc1, c1ccccc1. Yields the product N#Cc1ccc(C(=O)c2ccc3ccccn23)cc1. Reaction SMILES: [C:1](=[O:2])([CH3:3])[c:4]1[cH:5][c:6]([C:13]([c:14]2[cH:15][cH:16][c:17]([C:20]#[N:21])[cH:18][cH:19]2)=[O:22])[n:7]2[cH:8][cH:9][cH:10][cH:11][c:12]12.[C:38](=[O:39])([OH:40])[O-:41].[Na+:42].[OH:23][CH2:24][CH2:25][OH:26].[c:27]1([CH3:28])[cH:29][cH:30][c:31]([S:32]([OH:33])(=[O:34])=[O:35])[cH:36][cH:37]1.[cH:43]1[cH:44][cH:45][cH:46][cH:47][cH:48]1>>[cH:4]1[cH:5][c:6]([C:13]([c:14]2[cH:15][cH:16][c:17]([C:20]#[N:21])[cH:18][cH:19]2)=[O:22])[n:7]2[cH:8][cH:9][cH:10][cH:11][c:12]12. Reactants: [N+](=[N-])=C (diazomethane), NC=1SC=C(N1)C(C(=O)NC1[C@@H]2N(C(=CCS2)C(=O)OCC2=CC=C(C=C2)[N+](=O)[O-])C1=O)=NO (4-nitrobenzyl 7-[2-(2-amino-4-thiazolyl)-2-hydroxyiminoacetamido]-3-cephem-4-carboxylate). The solvent is C(C)OCC (diethyl ether), CO (methanol). Yields the product NC=1SC=C(N1)C(C(=O)NC1[C@@H]2N(C(=CCS2)C(=O)OCC2=CC=C(C=C2)[N+](=O)[O-])C1=O)=NOC (4-nitrobenzyl 7-[2-(2-amino-4-thiazolyl)-2-methoxyiminoacetamido]-3-cephem-4-carboxylate). RXN SMILES: [N+](=[CH2:3])=[N-].[NH2:4][C:5]1[S:6][CH:7]=[C:8]([C:10](=[N:36][OH:37])[C:11]([NH:13][CH:14]2[C:34](=[O:35])[N:16]3[C:17]([C:21]([O:23][CH2:24][C:25]4[CH:30]=[CH:29][C:28]([N+:31]([O-:33])=[O:32])=[CH:27][CH:26]=4)=[O:22])=[CH:18][CH2:19][S:20][C@H:15]23)=[O:12])[N:9]=1>C(OCC)C.CO>[NH2:4][C:5]1[S:6][CH:7]=[C:8]([C:10](=[N:36][O:37][CH3:3])[C:11]([NH:13][CH:14]2[C:34](=[O:35])[N:16]3[C:17]([C:21]([O:23][CH2:24][C:25]4[CH:26]=[CH:27][C:28]([N+:31]([O-:33])=[O:32])=[CH:29][CH:30]=4)=[O:22])=[CH:18][CH2:19][S:20][C@H:15]23)=[O:12])[N:9]=1. Reported procedure: A solution of diazomethane in diethyl ether was added little by little to a solution of 4-nitrobenzyl 7-[2-(2-amino-4-thiazolyl)-2-hydroxyiminoacetamido]-3-cephem-4-carboxylate (syn-isomer: 0.3 g.) in methanol (30 ml.) until the reaction terminated. The resultant solution was concentrated under reduced pressure, and the residue was pulverized with diethyl ether, collected by filtration and dried to give 4-nitrobenzyl 7-[2-(2-amino-4-thiazolyl)-2-methoxyiminoacetamido]-3-cephem-4-carboxylate (syn... The reactants are BrB(Br)Br, ClCCl, CCOC(=O)CCC1(NC(=O)c2ccc3ccccc3c2)C(=O)N(c2ccccc2)c2cc(OC)ccc21, O. Yields the product CCOC(=O)CCC1(NC(=O)c2ccc3ccccc3c2)C(=O)N(c2ccccc2)c2cc(O)ccc21. Reaction SMILES: [B:1]([Br:2])([Br:3])[Br:4].[CH2:44]([Cl:45])[Cl:46].[CH3:5][O:6][c:7]1[cH:8][cH:9][c:10]2[c:14]([cH:15]1)[N:13]([c:16]1[cH:17][cH:18][cH:19][cH:20][cH:21]1)[C:12](=[O:22])[C:11]2([NH:23][C:24](=[O:25])[c:26]1[cH:27][c:28]2[cH:29][cH:30][cH:31][cH:32][c:33]2[cH:34][cH:35]1)[CH2:36][CH2:37][C:38](=[O:39])[O:40][CH2:41][CH3:42].[OH2:43]>>[OH:6][c:7]1[cH:8][cH:9][c:10]2[c:14]([cH:15]1)[N:13]([c:16]1[cH:17][cH:18][cH:19][cH:20][cH:21]1)[C:12](=[O:22])[C:11]2([NH:23][C:24](=[O:25])[c:26]1[cH:27][c:28]2[cH:29][cH:30][cH:31][cH:32][c:33]2[cH:34][cH:35]1)[CH2:36][CH2:37][C:38](=[O:39])[O:40][CH2:41][CH3:42]. Reactants: C(C)(=O)O[BH-](OC(C)=O)OC(C)=O.[Na+] (sodium triacetoxyborohydride), ClC1=CC=C(C=C1)C1C(CN(C1)C(=O)C1CCNCC1)N(C(C1=CC(=C(C=C1)OC)C(F)(F)F)=O)C (N-[(3RS,4SR)-4-(4-chloro-phenyl)-1-(piperidine-4-carbonyl)-pyrrolidin-3-yl]-4-methoxy-N-methyl-3-trifluoromethyl-benzamide), C([O-])([O-])=O.[Na+].[Na+] (sodium carbonate). Solvent: C(C)(=O)OCC (ethyl acetate), ClCCl (dichloromethane). Conditions: time 18 hour. Yields the product ClC1=CC=C(C=C1)C1C(CN(C1)C(=O)C1CCN(CC1)C(C)C)N(C(C1=CC(=C(C=C1)OC)C(F)(F)F)=O)C (N-[(3RS,4SR)-4-(4-Chloro-phenyl)-1-(1-isopropyl-piperidine-4-carbonyl)-pyrrolidin-3-yl]-4-methoxy-N-methyl-3-trifluoromethyl-benzamide). The yield is 73.0%. As a reaction SMILES: [Cl:1][C:2]1[CH:7]=[CH:6][C:5]([CH:8]2[CH2:12][N:11]([C:13]([CH:15]3[CH2:20][CH2:19][NH:18][CH2:17][CH2:16]3)=[O:14])[CH2:10][CH:9]2[N:21]([CH3:36])[C:22](=[O:35])[C:23]2[CH:28]=[CH:27][C:26]([O:29][CH3:30])=[C:25]([C:31]([F:34])([F:33])[F:32])[CH:24]=2)=[CH:4][CH:3]=1.C(O[BH-](O[C:47](=O)[CH3:48])OC(=O)C)(=O)C.[Na+].[C:51](=O)([O-])[O-].[Na+].[Na+]>ClCCl.C(OCC)(=O)C>[Cl:1][C:2]1[CH:3]=[CH:4][C:5]([CH:8]2[CH2:12][N:11]([C:13]([CH:15]3[CH2:20][CH2:19][N:18]([CH:47]([CH3:48])[CH3:51])[CH2:17][CH2:16]3)=[O:14])[CH2:10][CH:9]2[N:21]([CH3:36])[C:22](=[O:35])[C:23]2[CH:28]=[CH:27][C:26]([O:29][CH3:30])=[C:25]([C:31]([F:33])([F:32])[F:34])[CH:24]=2)=[CH:6][CH:7]=1 |f:1.2,3.4.5|. Reported procedure: To a solution of N-[(3RS,4SR)-4-(4-chloro-phenyl)-1-(piperidine-4-carbonyl)-pyrrolidin-3-yl]-4-methoxy-N-methyl-3-trifluoromethyl-benzamide (50 mg, 0.095 mmol) in dichloromethane (1 mL) was added under an atmosphere of nitrogen acetone (70 μl, 0.95 mmol) and sodium triacetoxyborohydride (81 mg, 0.38 mmol). The reaction mixture was stirred for 18 h at ambient temperature before it was treated with an aqueous solution of sodium carbonate (1 M, 10 ml) and stirred for 1 h at this temperature. It was... Starting materials: C(OCCC\C(=C\C1=CC(=CC=C1)C#N)\C)([O-])=O ([3-(3-cyanophenyl)-2-methyl-2-(E)-propenyl]ethyl carbonate), C(C)(C)(C)OC(=O)N1CCC(CC1)OC1=CC=C(C=C1)NS(=O)(=O)CC (N-[4-(1-t-butoxycarbonylpiperidin-4-yloxy)phenyl]ethanesulfonamide), C1(=CC=CC=C1)P(C1=CC=CC=C1)C1=CC=CC=C1 (triphenylphosphine). Solvent: O1CCCC1 (tetrahydrofuran). Run at time 16 hour. The product is C(C)(C)(C)OC(=O)N1CCC(CC1)OC1=CC=C(C=C1)N(S(=O)(=O)CC)C\C(=C\C1=CC(=CC=C1)C#N)\C (N-[4-(1-t-Butoxycarbonylpiperidin-4-yloxy)phenyl]-N-[3-(3-cyanophenyl)-2-methyl-2-(E)-propenyl]ethanesulfonamide). The yield is 35.9%. RXN SMILES: C(=O)([O-])OCC[CH2:5]/[C:6](/[CH3:16])=[CH:7]/[C:8]1[CH:13]=[CH:12][CH:11]=[C:10]([C:14]#[N:15])[CH:9]=1.[C:19]([O:23][C:24]([N:26]1[CH2:31][CH2:30][CH:29]([O:32][C:33]2[CH:38]=[CH:37][C:36]([NH:39][S:40]([CH2:43][CH3:44])(=[O:42])=[O:41])=[CH:35][CH:34]=2)[CH2:28][CH2:27]1)=[O:25])([CH3:22])([CH3:21])[CH3:20].C1(P(C2C=CC=CC=2)C2C=CC=CC=2)C=CC=CC=1>O1CCCC1>[C:19]([O:23][C:24]([N:26]1[CH2:31][CH2:30][CH:29]([O:32][C:33]2[CH:34]=[CH:35][C:36]([N:39]([CH2:5]/[C:6](/[CH3:16])=[CH:7]/[C:8]3[CH:13]=[CH:12][CH:11]=[C:10]([C:14]#[N:15])[CH:9]=3)[S:40]([CH2:43][CH3:44])(=[O:42])=[O:41])=[CH:37][CH:38]=2)[CH2:28][CH2:27]1)=[O:25])([CH3:22])([CH3:21])[CH3:20]. Reported procedure: To a suspension of [3-(3-cyanophenyl)-2-methyl-2-(E)-propenyl]ethyl carbonate (1.10 g) and N-[4-(1-t-butoxycarbonylpiperidin-4-yloxy)phenyl]ethanesulfonamide (1.15 g) in tetrahydrofuran (9 ml) were added tris(dibenzylideneacetone)palladium chloroform complex (78 mg) and triphenylphosphine (39 mg) and the mixture was stirred at room temperature for 16 hours. The reaction mixture was concentrated in vacuo. The residue was purified by chromatography on a silica gel column using dichloromethane/ethy...